describe an organic reaction: reactants, conditions, products, and yield From a dataset of the Open Reaction Database (ORD), a public repository of structured organic reaction records. The reactants are C1(CCC2=CC=CC=C12)O (1-indanol), P(=O)([O-])([O-])[O-].[Al+3] (aluminum phosphate). Product: C1C=CC2=CC=CC=C12 (indene). The yield is 91.8%. Reaction SMILES: [CH:1]1(O)[C:9]2[C:4](=[CH:5][CH:6]=[CH:7][CH:8]=2)[CH2:3][CH2:2]1.P([O-])([O-])([O-])=O.[Al+3]>>[CH2:1]1[C:9]2[C:4](=[CH:5][CH:6]=[CH:7][CH:8]=2)[CH:3]=[CH:2]1 |f:1.2|. Procedure: To a 25 ml one-neck round bottom flask are added 1-indanol (10 g, 75 mmol) and aluminum phosphate (ALPO4, 1.0 g, 8.2 mmol). The contents of the flask are heated under partial vacuum (5-10 mm Hg) to distill over indene and water. The water is removed by pipette, with the last traces being removed by drying over anhydrous magnesium sulfate to give indene (8 g) in an isolated yield of 92 mole percent. Starting materials: C(C)(=O)NCCS(=O)C1(C(N2C(CC2C1)=O)C(=O)OCC1=CC=CC=C1)Cl (benzyl 3-(2-acetamidoethylsulphinyl)-3-chloro-7-oxo-1-azabicyclo[3.2.0]heptane-2-carboxylate), N12CCCN=CC2CCCC1 (1,5-diazabicyclo[5.4.0]undec-5-ene). The solvent is C(C)(=O)OCC (ethyl acetate). Conditions: time 15 minute. Yields the product C(C)(=O)NCCS(=O)C1=C(N2C(CC2C1)=O)C(=O)OCC1=CC=CC=C1 (benzyl 3-(2-acetamidoethylsulphinyl)-7-oxo-1-azabicyclo[3.2.0]hept-2-ene-2-carboxylate). Isolated yield 76.8%. Reaction SMILES: [C:1]([NH:4][CH2:5][CH2:6][S:7]([C:9]1(Cl)[CH2:15][CH:14]2[N:11]([C:12](=[O:16])[CH2:13]2)[CH:10]1[C:17]([O:19][CH2:20][C:21]1[CH:26]=[CH:25][CH:24]=[CH:23][CH:22]=1)=[O:18])=[O:8])(=[O:3])[CH3:2].N12CCCCC1C=NCCC2>C(OCC)(=O)C>[C:1]([NH:4][CH2:5][CH2:6][S:7]([C:9]1[CH2:15][CH:14]2[N:11]([C:12](=[O:16])[CH2:13]2)[C:10]=1[C:17]([O:19][CH2:20][C:21]1[CH:22]=[CH:23][CH:24]=[CH:25][CH:26]=1)=[O:18])=[O:8])(=[O:3])[CH3:2]. Reported procedure: A solution of benzyl 3-(2-acetamidoethylsulphinyl)-3-chloro-7-oxo-1-azabicyclo[3.2.0]heptane-2-carboxylate (62) (0.010 g) in ethyl acetate (1 ml) was treated with 1,5-diazabicyclo[5.4.0]undec-5-ene (0.0037 g) under an argon atmosphere. It was stirred at room temperature for 15 minutes and then washed with brine and dried over sodium sulphate. The solution was concentrated to give benzyl 3-(2-acetamidoethylsulphinyl)-7-oxo-1-azabicyclo[3.2.0]hept-2-ene-2-carboxylate (63) (0.007 g) as a colourless... The reactants are COc1ccc(Cn2c(=O)ccn(C3OC(C(O)C(NCCCNC(=O)C(CC(C)C)NC(=O)OCc4ccccc4)C(=O)OC(C)(C)C)C(O[Si](C)(C)C(C)(C)C)C3O[Si](C)(C)C(C)(C)C)c2=O)cc1, CO. Yields the product COc1ccc(Cn2c(=O)ccn(C3OC(C(O)C(NCCCNC(=O)C(N)CC(C)C)C(=O)OC(C)(C)C)C(O[Si](C)(C)C(C)(C)C)C3O[Si](C)(C)C(C)(C)C)c2=O)cc1. RXN SMILES: [C:1]([CH3:2])([CH3:3])([CH3:4])[Si:5]([O:6][CH:7]1[CH:8]([CH:37]([CH:38]([NH:39][CH2:40][CH2:41][CH2:42][NH:43][C:44]([CH:45]([NH:46][C:47](=[O:48])[O:49][CH2:50][c:51]2[cH:52][cH:53][cH:54][cH:55][cH:56]2)[CH2:57][CH:58]([CH3:59])[CH3:60])=[O:61])[C:62](=[O:63])[O:64][C:65]([CH3:66])([CH3:67])[CH3:68])[OH:69])[O:9][CH:10]([n:20]2[c:21](=[O:36])[n:22]([CH2:27][c:28]3[cH:29][cH:30][c:31]([O:34][CH3:35])[cH:32][cH:33]3)[c:23](=[O:26])[cH:24][cH:25]2)[CH:11]1[O:12][Si:13]([CH3:14])([CH3:15])[C:16]([CH3:17])([CH3:18])[CH3:19])([CH3:70])[CH3:71].[CH3:72][OH:73]>>[C:1]([CH3:2])([CH3:3])([CH3:4])[Si:5]([O:6][CH:7]1[CH:8]([CH:37]([CH:38]([NH:39][CH2:40][CH2:41][CH2:42][NH:43][C:44]([CH:45]([NH2:46])[CH2:57][CH:58]([CH3:59])[CH3:60])=[O:61])[C:62](=[O:63])[O:64][C:65]([CH3:66])([CH3:67])[CH3:68])[OH:69])[O:9][CH:10]([n:20]2[c:21](=[O:36])[n:22]([CH2:27][c:28]3[cH:29][cH:30][c:31]([O:34][CH3:35])[cH:32][cH:33]3)[c:23](=[O:26])[cH:24][cH:25]2)[CH:11]1[O:12][Si:13]([CH3:14])([CH3:15])[C:16]([CH3:17])([CH3:18])[CH3:19])([CH3:70])[CH3:71]. Reactants: ClC1=CC2=C(NC(=N2)C2=CC(=C(C=C2)OC)[N+](=O)[O-])C=C1Cl (5,6-Dichloro-2-(4-methoxy-3-nitro-phenyl)-1H-benzoimidazole), [H-].[Na+] (sodium hydride), ClC(=O)OCC1=CC=CC=C1 (benzyl chloroformate). Solvent: CN(C=O)C (Dimethylformamide). Conditions: time 3 hour. Yields the product C(C1=CC=CC=C1)OC(=O)N1C(=NC2=C1C=C(C(=C2)Cl)Cl)C2=CC(=C(C=C2)OC)[N+](=O)[O-] (5,6-Dichloro-2-(4-methoxy-3-nitro-phenyl)-benzoimidazole-1-carboxylic acid benzyl ester). The yield is 43.8%. As a reaction SMILES: [Cl:1][C:2]1[C:21]([Cl:22])=[CH:20][C:5]2[NH:6][C:7]([C:9]3[CH:14]=[CH:13][C:12]([O:15][CH3:16])=[C:11]([N+:17]([O-:19])=[O:18])[CH:10]=3)=[N:8][C:4]=2[CH:3]=1.[H-].[Na+].Cl[C:26]([O:28][CH2:29][C:30]1[CH:35]=[CH:34][CH:33]=[CH:32][CH:31]=1)=[O:27]>CN(C)C=O>[CH2:29]([O:28][C:26]([N:8]1[C:4]2[CH:3]=[C:2]([Cl:1])[C:21]([Cl:22])=[CH:20][C:5]=2[N:6]=[C:7]1[C:9]1[CH:14]=[CH:13][C:12]([O:15][CH3:16])=[C:11]([N+:17]([O-:19])=[O:18])[CH:10]=1)=[O:27])[C:30]1[CH:35]=[CH:34][CH:33]=[CH:32][CH:31]=1 |f:1.2|. Procedure details: Dimethylformamide (25 mL) was added to 5,6-dichloro-2-(4-methoxy-3-nitro-phenyl)-1H-benzoimidazole (1.01 g, 3 mmol) from Step A. As the mixture stirred, sodium hydride (0.168 g, 4.2 mmol) was gradually added. After 3 hours, benzyl chloroformate (0.857 mL, 6 mmol) was added dropwise to the mixture. The reaction mixture was stirred overnight and then was partitioned between water (1,000 mL) and ethyl acetate (500 mL). The solvent was removed on the rotary evaporator and the residue triturated with... Starting materials: NCCN1N=C(C=C1)C1=CC(=C(C#N)C=C1)Cl (4-(1-(2-aminoethyl)-1H-pyrazol-3-yl)-2-chlorobenzonitrile), N1=CC(=CC=C1)C=1CC(=NN1)C(=O)O (5-Pyridin-3-yl-4H-pyrazole-3-carboxylic acid), CCN(C(C)C)C(C)C (DIPEA), C=1C=CC2=C(C1)N=NN2O (HOBt), CCN=C=NCCCN(C)C (EDCI). Yields the product ClC=1C=C(C=CC1C#N)C1=NN(C=C1)CCNC(=O)C1=NNC(=C1)C=1C=NC=CC1 (N-(2-(3-(3-chloro-4-cyanophenyl)-1H-pyrazol-1-yl)ethyl)-5-(pyridin-3-yl)-1H-pyrazole-3-carboxamide). The yield is 3.6%. As a reaction SMILES: [NH2:1][CH2:2][CH2:3][N:4]1[CH:8]=[CH:7][C:6]([C:9]2[CH:16]=[CH:15][C:12]([C:13]#[N:14])=[C:11]([Cl:17])[CH:10]=2)=[N:5]1.[N:18]1[CH:23]=[CH:22][CH:21]=[C:20]([C:24]2[CH2:25][C:26]([C:29](O)=[O:30])=[N:27][N:28]=2)[CH:19]=1.CCN(C(C)C)C(C)C.C1C=CC2N(O)N=NC=2C=1.CCN=C=NCCCN(C)C>>[Cl:17][C:11]1[CH:10]=[C:9]([C:6]2[CH:7]=[CH:8][N:4]([CH2:3][CH2:2][NH:1][C:29]([C:26]3[CH:25]=[C:24]([C:20]4[CH:19]=[N:18][CH:23]=[CH:22][CH:21]=4)[NH:28][N:27]=3)=[O:30])[N:5]=2)[CH:16]=[CH:15][C:12]=1[C:13]#[N:14]. Procedure details: The title compound was prepared from 4-(1-(2-aminoethyl)-1H-pyrazol-3-yl)-2-chlorobenzonitrile (0.361 g, 1.463 mmol), 5-Pyridin-3-yl-4H-pyrazole-3-carboxylic acid (0.305 g, 1.610 mmol), DIPEA (0.382 ml, 2.195 mmol), HOBt (0.297 g, 2.195 mmol) and EDCI (0.421 g, 2.195 mmol) using the method of Example 75(b) affording 0.022 g of the title compound. 1H-NMR (400 MHz; d6-DMSO): δ 3.71 (m, 2H), 4.38 (t, 2H), 6.97 (m, 1H), 7.23 (m, 1H), 7.48 (m, 1H), 7.86 (m, 2H), 7.97 (m, 1H), 8.09 (m, 1H), 8.17 (m, 1... Starting materials: CO, O=C(OC1CCN(CCc2ccc3c(c2)OCO3)C1)c1ccc([N+](=O)[O-])cc1. The product is OC1CCN(CCc2ccc3c(c2)OCO3)C1. Reaction SMILES: [CH3:29][OH:30].[N+:1]([c:2]1[cH:3][cH:4][c:5]([C:6](=[O:7])[O:10][CH:11]2[CH2:12][N:13]([CH2:16][CH2:17][c:18]3[cH:19][c:20]4[c:21]([cH:22][cH:23]3)[O:24][CH2:25][O:26]4)[CH2:14][CH2:15]2)[cH:8][cH:9]1)([O-:27])=[O:28]>>[OH:10][CH:11]1[CH2:12][N:13]([CH2:16][CH2:17][c:18]2[cH:19][c:20]3[c:21]([cH:22][cH:23]2)[O:24][CH2:25][O:26]3)[CH2:14][CH2:15]1. Starting materials: CCOC(C)=O, CCOC(=O)C=Cc1cnc(CC)n1C, CCO, Cl. Yields the product CCOC(=O)CCc1cnc(CC)n1C. RXN SMILES: [CH3:16][CH2:17][O:18][C:19](=[O:20])[CH3:21].[CH3:1][n:2]1[c:3]([CH2:14][CH3:15])[n:4][cH:5][c:6]1[CH:7]=[CH:8][C:9](=[O:10])[O:11][CH2:12][CH3:13].[CH3:22][CH2:23][OH:24].[ClH:25]>>[CH3:1][n:2]1[c:3]([CH2:14][CH3:15])[n:4][cH:5][c:6]1[CH2:7][CH2:8][C:9](=[O:10])[O:11][CH2:12][CH3:13]. Reactants: ClC1=NC=CC(=C1)C(=O)N1CCN(CC1)C(C)C ((2-Chloro-pyridin-4-yl)-(4-isopropyl-piperazin-1-yl)-methanone), ClC=1C=C(C(=O)O)C=CN1 (2-chloro-isonicotinic acid), C(C)(C)N1CCNCC1 (1-isopropyl-piperazine). Yields the product C(C)(C)N1CCN(CC1)C(=O)C1=CC(=NC=C1)NCCN1CCCCC1 ((4-Isopropyl-piperazin-1-yl)-[2-(2-piperidin-1-yl-ethylamino)-pyridin-4-yl]-methanone). As a reaction SMILES: Cl[C:2]1[CH:7]=[C:6]([C:8]([N:10]2[CH2:15][CH2:14][N:13]([CH:16]([CH3:18])[CH3:17])[CH2:12][CH2:11]2)=[O:9])[CH:5]=[CH:4][N:3]=1.Cl[C:20]1[CH:21]=[C:22]([CH:26]=[CH:27][N:28]=1)C(O)=O.[CH:29]([N:32]1CCNCC1)(C)[CH3:30]>>[CH:16]([N:13]1[CH2:14][CH2:15][N:10]([C:8]([C:6]2[CH:5]=[CH:4][N:3]=[C:2]([NH:32][CH2:29][CH2:30][N:28]3[CH2:20][CH2:21][CH2:22][CH2:26][CH2:27]3)[CH:7]=2)=[O:9])[CH2:11][CH2:12]1)([CH3:18])[CH3:17]. Reported procedure: (2-Chloro-pyridin-4-yl)-(4-isopropyl-piperazin-1-yl)-methanone. The title compound was prepared in a manner similar to that described in Step A of Example 9 using 2-chloro-isonicotinic acid and 1-isopropyl-piperazine. Reactants: O=C(O)C1CCN(C(=O)C2CC2)CC1, CN(C(=O)c1ccc(C(F)(F)F)cn1)C1CCNCC1c1ccc(Cl)c(Cl)c1, Cl. RXN SMILES: [CH:30]1([C:33](=[O:34])[N:35]2[CH2:36][CH2:37][CH:38]([C:41](=[O:42])[OH:43])[CH2:39][CH2:40]2)[CH2:31][CH2:32]1.[Cl:2][c:3]1[cH:4][c:5]([CH:10]2[CH2:11][NH:12][CH2:13][CH2:14][CH:15]2[N:16]([C:17](=[O:18])[c:19]2[n:20][cH:21][c:22]([C:25]([F:26])([F:27])[F:28])[cH:23][cH:24]2)[CH3:29])[cH:6][cH:7][c:8]1[Cl:9].[ClH:1]>>[Cl:2][c:3]1[cH:4][c:5]([CH:10]2[CH2:11][N:12]([C:41]([CH:38]3[CH2:37][CH2:36][N:35]([C:33]([CH:30]4[CH2:31][CH2:32]4)=[O:34])[CH2:40][CH2:39]3)=[O:42])[CH2:13][CH2:14][CH:15]2[N:16]([C:17](=[O:18])[c:19]2[n:20][cH:21][c:22]([C:25]([F:26])([F:27])[F:28])[cH:23][cH:24]2)[CH3:29])[cH:6][cH:7][c:8]1[Cl:9]. Product: CN(C(=O)c1ccc(C(F)(F)F)cn1)C1CCN(C(=O)C2CCN(C(=O)C3CC3)CC2)CC1c1ccc(Cl)c(Cl)c1. Starting materials: ClC1=CC=C(N=N1)N1CCN(CC1)CCCO (3-[4-(6-chloropyridazin-3-yl)piperazin-1-yl]propan-1-ol), CCOC(=O)/N=N/C(=O)OCC (DEAD), O(CC)C1=CC=C(C=C1)O (p-ethoxylphenol), C1(=CC=CC=C1)P(C1=CC=CC=C1)C1=CC=CC=C1 (triphenylphosphine). The solvent is C1CCOC1 (THF). Conditions: time 8 hour. The product is O(CC)C1=CC=C(OCCCN2CCN(CC2)C=2N=NC(=CC2)Cl)C=C1 (3-{4-[3-(4-ethoxylphenoxy)propyl]piperazin-1-yl}-6-chloropyridazine). Yield: 23.9%. Reaction SMILES: [Cl:1][C:2]1[N:7]=[N:6][C:5]([N:8]2[CH2:13][CH2:12][N:11]([CH2:14][CH2:15][CH2:16][OH:17])[CH2:10][CH2:9]2)=[CH:4][CH:3]=1.[O:18]([C:21]1[CH:26]=[CH:25][C:24](O)=[CH:23][CH:22]=1)[CH2:19][CH3:20].C1(P(C2C=CC=CC=2)C2C=CC=CC=2)C=CC=CC=1.CCOC(/N=N/C(OCC)=O)=O>C1COCC1>[O:18]([C:21]1[CH:26]=[CH:25][C:24]([O:17][CH2:16][CH2:15][CH2:14][N:11]2[CH2:12][CH2:13][N:8]([C:5]3[N:6]=[N:7][C:2]([Cl:1])=[CH:3][CH:4]=3)[CH2:9][CH2:10]2)=[CH:23][CH:22]=1)[CH2:19][CH3:20]. Procedure details: 3-[4-(6-chloropyridazin-3-yl)piperazin-1-yl]propan-1-ol (0.77 g, 3 mmol), p-ethoxylphenol (0.41 g, 3 mmol), triphenylphosphine (0.79 g, 3 mmol) and anhydrous THF (20 mL) were placed in a 100 mL three-necked bottle, and DEAD (0.52 g, 3 mmol) was added slowly in dropwise within 10 min under an ice-bath condition. The mixture was stirred at room temperature overnight, subjected to a column chromatography (eluting agent: petroleum/ethyl acetate, v/v 3: 2) to obtain a white solid, 0.27 g, yield 23.9%...